Dataset: the Open Reaction Database (ORD), a public repository of structured organic reaction records. Task: describe an organic reaction: reactants, conditions, products, and yield Reactants: COc1ccc(C(O[Si](C)(C)C)C(=O)c2ccccc2)cc1, CCOC(C)=O, [Na+], [Na+], O=C([O-])[O-], O, O=C(O)C(F)(F)F. Product: COc1ccc(C(O)C(=O)c2ccccc2)cc1. As a reaction SMILES: [CH3:1][O:2][c:3]1[cH:4][cH:5][c:6]([CH:9]([C:10](=[O:11])[c:12]2[cH:13][cH:14][cH:15][cH:16][cH:17]2)[O:18][Si:19]([CH3:20])([CH3:21])[CH3:22])[cH:7][cH:8]1.[CH3:36][CH2:37][O:38][C:39](=[O:40])[CH3:41].[Na+:30].[Na+:31].[O-:32][C:33](=[O:34])[O-:35].[OH2:42].[OH:23][C:24]([C:25]([F:26])([F:27])[F:28])=[O:29]>>[CH3:1][O:2][c:3]1[cH:4][cH:5][c:6]([CH:9]([C:10](=[O:11])[c:12]2[cH:13][cH:14][cH:15][cH:16][cH:17]2)[OH:18])[cH:7][cH:8]1. Starting materials: C(C)(=O)OCC (ethyl acetate), cuprous bromide, 6,7-dimethoxy-2-naphthalenetriflate, C[Sn](C1=CC(=C(C=C1[N+](=O)[O-])OC)OC)(C)C (Trimethyl(3,4-dimethoxy-6-nitrophenyl)stannane). The reagents and catalysts are C=1C=CC(=CC1)[P](C=2C=CC=CC2)(C=3C=CC=CC3)[Pd]([P](C=4C=CC=CC4)(C=5C=CC=CC5)C=6C=CC=CC6)([P](C=7C=CC=CC7)(C=8C=CC=CC8)C=9C=CC=CC9)[P](C=1C=CC=CC1)(C=1C=CC=CC1)C=1C=CC=CC1 (Tetrakis(triphenylphosphine)palladium(0)). Run in C1CCOC1 (THF), C1CCOC1 (THF). Reaction conditions: time 0.5 hour. Yields the product COC1=CC(=C(C=C1OC)C=1C=C2C=C(C(=CC2=CC1)OC)OC)[N+](=O)[O-] (6-(4,5-Dimethoxy-2-nitrophenyl)-2,3-dimethoxynaphthalene). Reaction SMILES: C[Sn](C)(C)[C:3]1[C:8]([N+:9]([O-:11])=[O:10])=[CH:7][C:6]([O:12][CH3:13])=[C:5]([O:14][CH3:15])[CH:4]=1.[C:18]([O:21][CH2:22][CH3:23])(=O)C>C1COCC1.C1C=CC([P]([Pd]([P](C2C=CC=CC=2)(C2C=CC=CC=2)C2C=CC=CC=2)([P](C2C=CC=CC=2)(C2C=CC=CC=2)C2C=CC=CC=2)[P](C2C=CC=CC=2)(C2C=CC=CC=2)C2C=CC=CC=2)(C2C=CC=CC=2)C2C=CC=CC=2)=CC=1>[CH3:13][O:12][C:6]1[C:5]([O:14][CH3:15])=[CH:4][C:3]([C:3]2[CH:4]=[C:5]3[C:6](=[CH:7][CH:8]=2)[CH:23]=[C:22]([O:21][CH3:18])[C:22]([O:21][CH3:18])=[CH:23]3)=[C:8]([N+:9]([O-:11])=[O:10])[CH:7]=1 |^1:32,34,53,72|. Procedure: Tetrakis(triphenylphosphine)palladium(0) (80 mg) and cuprous bromide (16 mg) were added to a solution of 6,7-dimethoxy-2-naphthalenetriflate (10, 220 mg, 0.655 mmol) and trimethyl(3,4-dimethoxy-6-nitrophenyl)stannane (16, 220 mg, 0.64 mmol) in THF (25 mL). The mixture was stirred at room temperature for 0.5 h., and then refluxed under nitrogen for 32 hr. After Cooling, THF was rotaevaporated and ethyl acetate (50 ml) was added to the residue the solution was washed with water (30 mL). The organi... Reactants: NCCOC1=CC=C(C(=O)OC)C=C1 (Methyl 4-(2-aminoethoxy)benzoate), C([O-])([O-])=O.[K+].[K+] (potassium carbonate), ClC1=CC=C(C(=O)Cl)C=C1 (p-Chlorobenzoyl chloride). The solvent is C(Cl)(Cl)Cl (chloroform). The product is ClC1=CC=C(C(=O)NCCOC2=CC=C(C(=O)OC)C=C2)C=C1 (Methyl 4-[2-(4-chlorobenzamido)ethoxy]benzoate). The yield is 76.2%. RXN SMILES: [NH2:1][CH2:2][CH2:3][O:4][C:5]1[CH:14]=[CH:13][C:8]([C:9]([O:11][CH3:12])=[O:10])=[CH:7][CH:6]=1.C(=O)([O-])[O-].[K+].[K+].[Cl:21][C:22]1[CH:30]=[CH:29][C:25]([C:26](Cl)=[O:27])=[CH:24][CH:23]=1>C(Cl)(Cl)Cl>[Cl:21][C:22]1[CH:30]=[CH:29][C:25]([C:26]([NH:1][CH2:2][CH2:3][O:4][C:5]2[CH:14]=[CH:13][C:8]([C:9]([O:11][CH3:12])=[O:10])=[CH:7][CH:6]=2)=[O:27])=[CH:24][CH:23]=1 |f:1.2.3|. Procedure: Methyl 4-(2-aminoethoxy)benzoate (19.5 g) and 13.8 g of anhydrous potassium carbonate were added to 200 ml of chloroform and the mixture was stirred with cooling. p-Chlorobenzoyl chloride (17.5 g) was dropped thereinto at 10°-20° C. The mixture was stirred for 3 hours. The reaction solution was washed with water, the chloroform layer was dried with anhydrous magnesium sulphate, concentrated in vacuo, the residue was crystallised with n-hexane, and the crystals were recrystallised with ethyl acet...